This data is from the Open Reaction Database (ORD), a public repository of structured organic reaction records. The task is: describe an organic reaction: reactants, conditions, products, and yield The reactants are S(=O)(=O)(Cl)Cl (sulfuryl chloride), O1CCC2=C1C=CC=C2 (2,3-dihydrobenzofuran). The solvent is CN(C=O)C (dimethylformamide). Reaction conditions: temperature 100 celsius, time 15 minute. The product is O1CCC2=C1C=CC(=C2)S(=O)(=O)Cl (2,3-Dihydrobenzofuran-5-sulfonyl Chloride). Isolated yield 71.7%. As a reaction SMILES: [S:1]([Cl:5])(Cl)(=[O:3])=[O:2].[O:6]1[C:10]2[CH:11]=[CH:12][CH:13]=[CH:14][C:9]=2[CH2:8][CH2:7]1>CN(C)C=O>[O:6]1[C:10]2[CH:11]=[CH:12][C:13]([S:1]([Cl:5])(=[O:3])=[O:2])=[CH:14][C:9]=2[CH2:8][CH2:7]1. Reported procedure: To. 3.35 g of dimethylformamide, at 0° C. under an atmosphere of nitrogen, added 6.18 g of sulfuryl chloride. The mixture was stirred 15 min and treated with 4.69 g of 2,3-dihydrobenzofuran. The mixture was then heated at 100° C. for 1.5 h, cooled to about 40° C., poured onto ice, extracted with CH2Cl2, dried over MgSO4, filtered, and concentrated in vacuo. The residue was taken up in ethyl acetate, cooled to 5° C. for 16 h, and the resultant pink crystals collected by vacuum filtration to provi... The reactants are 50, ClC1=C(C=CC(=C1)Cl)CCC1OC1 ([2-(2,4-dichlorophenyl)ethyl]-oxirane), C(C(=O)O)(=O)O (ethanedioic acid), O1CCOCC1 (1,4-dioxane). Run in O (water). Product: ClC1=C(C=CC(=C1)Cl)CCC(C)(O)O (1-[2-(2,4-dichlorophenyl)ethyl]ethanediol). Reaction SMILES: [Cl:1][C:2]1[CH:7]=[C:6]([Cl:8])[CH:5]=[CH:4][C:3]=1[CH2:9][CH2:10][CH:11]1[CH2:13][O:12]1.C(O)(=O)C(O)=[O:16].O1CCOCC1>O>[Cl:1][C:2]1[CH:7]=[C:6]([Cl:8])[CH:5]=[CH:4][C:3]=1[CH2:9][CH2:10][C:11]([OH:16])([OH:12])[CH3:13]. Procedure details: A mixture of 50 parts of [2-(2,4-dichlorophenyl)ethyl]-oxirane, 7 parts of ethanedioic acid, 300 parts of 1,4-dioxane and 150 parts of water is stirred and refluxed for 36 hours. The reaction mixture is evaporated. The residue is crystallized from 2,2'-oxybispropane. The product is filtered off and dried at the air, yielding 1-[2-(2,4-dichlorophenyl)ethyl]ethanediol; mp. 83.2° C. Reactants: [OH-].[NH4+] (ammonium hydroxide), BrC=1C=C(C=CC1)OC(F)(F)F (3-bromotrifluoromethoxybenzene), C(C)(C)(C)[Li] (t-butyl lithium), BrC1=NC=C(C=C1)C (2-bromo-5-methyl pyridine), solution, solution. Reagents/catalysts: [Cl-].[Zn+2].[Cl-] (zinc chloride), [Ni].C1(=CC=CC=C1)P(C1=CC=CC=C1)C1=CC=CC=C1.C1(=CC=CC=C1)P(C1=CC=CC=C1)C1=CC=CC=C1 (bis(triphenylphosphine) Nickel). The solvent is CCCCC (pentane), C1CCOC1 (THF), C(C)OCC (diethylether). Conditions: temperature -78 celsius, time 10 minute. Product: FC(OC=1C=C(C=CC1)C1=NC=C(C=C1)C)(F)F (2-(3-Trifluoromethoxyphenyl)-5-methylpyridine). RXN SMILES: Br[C:2]1[CH:3]=[C:4]([O:8][C:9]([F:12])([F:11])[F:10])[CH:5]=[CH:6][CH:7]=1.C([Li])(C)(C)C.Br[C:19]1[CH:24]=[CH:23][C:22]([CH3:25])=[CH:21][N:20]=1.[OH-].[NH4+]>C1COCC1.CCCCC.C(OCC)C.[Cl-].[Zn+2].[Cl-].[Ni].C1(P(C2C=CC=CC=2)C2C=CC=CC=2)C=CC=CC=1.C1(P(C2C=CC=CC=2)C2C=CC=CC=2)C=CC=CC=1>[F:10][C:9]([F:12])([F:11])[O:8][C:4]1[CH:3]=[C:2]([C:19]2[CH:24]=[CH:23][C:22]([CH3:25])=[CH:21][N:20]=2)[CH:7]=[CH:6][CH:5]=1 |f:3.4,8.9.10,11.12.13|. Procedure: To a solution of 3-bromotrifluoromethoxybenzene (0.590 mL, 4.00 mmol) in THF (12 mL) at -78° C. was added t-butyl lithium (4.71 mL, of a 1.7M solution in pentane, 8.00 mmol. After 10 minutes zinc chloride(4.0 mL, of a 1M solution in diethylether, 4.00 mmol) was added. The reaction was stirred for 10 minutes at -78° C. and then allowed to warm to 0° C. and stirred for 30 minutes. This solution was added via cannula to a solution of 2-bromo-5-methyl pyridine and bis(triphenylphosphine) Nickel II c... The reactants are NC1=NC=CC=C1C (2-amino-3-methylpyridine), C(C)OC=C(C(=O)OCC)C(=O)OCC (2-ethoxy-1,1-bis(ethoxycarbonyl)ethene). Reaction conditions: temperature 135 celsius. The product is C(C)OC(=O)C(=CNC1=NC=CC=C1C)C(=O)OCC (1,1-bis(ethoxycarbonyl)-2-(3-methylpyrid-2-ylamino)ethene). Isolated yield 74.1%. As a reaction SMILES: [NH2:1][C:2]1[C:7]([CH3:8])=[CH:6][CH:5]=[CH:4][N:3]=1.C(O[CH:12]=[C:13]([C:19]([O:21][CH2:22][CH3:23])=[O:20])[C:14]([O:16][CH2:17][CH3:18])=[O:15])C>>[CH2:22]([O:21][C:19]([C:13]([C:14]([O:16][CH2:17][CH3:18])=[O:15])=[CH:12][NH:1][C:2]1[C:7]([CH3:8])=[CH:6][CH:5]=[CH:4][N:3]=1)=[O:20])[CH3:23]. Procedure: A mixture of 2-amino-3-methylpyridine (5.5 g) and 2-ethoxy-1,1-bis(ethoxycarbonyl)ethene (10.8 g) was heated in a heating bath at 135° C. for 30 minutes. It was then cooled and triturated with light petroleum ether (b.p. 40°-60° C.). The resulting crude solid was recrystallised from light petroleum ether (b.p. 40°-60° C.), to give 1,1-bis(ethoxycarbonyl)-2-(3-methylpyrid-2-ylamino)ethene (10.3 g), m.p. 65°-67° C. The reactants are BrCC=1C2=CC=CC=C2C=C2C=CC=CC12 (9-(bromomethyl)anthracene), O1CCOCC1 (dioxane), stannous chloride dihydrate. Procedure: 9-(bromomethyl)anthracene (4 gm., 14.8 mmoles) was dissolved in 200 ml. of dioxane at 70° C. under nitrogen. With the addition of powdered stannous chloride dihydrate (3.2 gm., 14 mmoles), the solution turned orange brown. Coloration faded in a few minutes and the reaction mixture was allowed to stand at 70° C. for another half hour and then was diluted with an equal volume of methanol. The crude yellow-green precipitate was filtered and then dissolved in methylene chloride and the methylene chl... Yields the product C1C2C3=CC=CC=C3C4(C15C6=CC=CC=C6C(C4)C7=CC=CC=C57)C8=CC=CC=C28 (Lepidopterene). Solvent: CO (methanol). Isolated yield 18.0%. As a reaction SMILES: Br[CH2:2][C:3]1[C:4]2[C:9]([CH:10]=[C:11]3[C:16]=1[CH:15]=[CH:14][CH:13]=[CH:12]3)=[CH:8][CH:7]=[CH:6][CH:5]=2.O1[CH2:22][CH2:21]OCC1>CO>[CH2:2]1[C:2]23[C:21]4[C:22](=[CH:12][CH:13]=[CH:14][CH:15]=4)[CH:5]([CH2:6][C:10]42[C:9]2[C:4]([CH:3]1[C:16]1[C:11]4=[CH:12][CH:13]=[CH:14][CH:15]=1)=[CH:5][CH:6]=[CH:7][CH:8]=2)[C:4]1[C:3]3=[CH:16][CH:11]=[CH:10][CH:9]=1. Reaction conditions: time 0.5 hour.